This data is from the Open Reaction Database (ORD), a public repository of structured organic reaction records. The task is: describe an organic reaction: reactants, conditions, products, and yield Product: O=P(O)(Oc1ccccc1)Oc1ccc(-c2nn(C3CCCC3)c3c(F)cccc23)cc1. The reactants are C1CCOC1, Oc1ccc(-c2nn(C3CCCC3)c3c(F)cccc23)cc1, O=P(Cl)(Cl)Oc1ccccc1. RXN SMILES: [CH2:34]1[CH2:37][CH2:36][CH2:35][O:38]1.[CH:1]1([n:6]2[n:7][c:8](-[c:16]3[cH:17][cH:18][c:19]([OH:22])[cH:20][cH:21]3)[c:9]3[cH:10][cH:11][cH:12][c:13]([F:15])[c:14]23)[CH2:2][CH2:3][CH2:4][CH2:5]1.[P:23](=[O:24])([O:25][c:26]1[cH:27][cH:28][cH:29][cH:30][cH:31]1)([Cl:32])[Cl:33]>>[CH:1]1([n:6]2[n:7][c:8](-[c:16]3[cH:17][cH:18][c:19]([O:22][P:23](=[O:24])([O:25][c:26]4[cH:27][cH:28][cH:29][cH:30][cH:31]4)[OH:38])[cH:20][cH:21]3)[c:9]3[cH:10][cH:11][cH:12][c:13]([F:15])[c:14]23)[CH2:2][CH2:3][CH2:4][CH2:5]1. Starting materials: CC(SCC(=O)N(C)C)c1ccc(-c2ccccc2F)cc1, Cc1ccccc1, CC(=O)O, OO. Yields the product CC(c1ccc(-c2ccccc2F)cc1)S(=O)CC(=O)N(C)C. Reaction SMILES: [CH3:1][N:2]([C:3]([CH2:4][S:5][CH:6]([CH3:7])[c:8]1[cH:9][cH:10][c:11](-[c:14]2[c:15]([F:20])[cH:16][cH:17][cH:18][cH:19]2)[cH:12][cH:13]1)=[O:21])[CH3:22].[CH3:25][c:26]1[cH:27][cH:28][cH:29][cH:30][cH:31]1.[CH3:32][C:33](=[O:34])[OH:35].[OH:23][OH:24]>>[CH3:1][N:2]([C:3]([CH2:4][S:5]([CH:6]([CH3:7])[c:8]1[cH:9][cH:10][c:11](-[c:14]2[c:15]([F:20])[cH:16][cH:17][cH:18][cH:19]2)[cH:12][cH:13]1)=[O:23])=[O:21])[CH3:22]. Reactants: CNC(=O)C=1C=C2C(=C(C=NC2=CC1)C(=O)OCC)NC1=CC=C(C=C1)C (Ethyl 6-(methylcarbamoyl)-4-[(4-methylphenyl)amino]quinoline-3-carboxylate), [OH-].[Na+] (NaOH). The product is CNC(=O)C=1C=C2C(=C(C=NC2=CC1)C(=O)O)NC1=CC=C(C=C1)C (6-Methylcarbamoyl-4-p-tolylamino-quinoline-3-carboxylic Acid). Reaction SMILES: [CH3:1][NH:2][C:3]([C:5]1[CH:6]=[C:7]2[C:12](=[CH:13][CH:14]=1)[N:11]=[CH:10][C:9]([C:15]([O:17]CC)=[O:16])=[C:8]2[NH:20][C:21]1[CH:26]=[CH:25][C:24]([CH3:27])=[CH:23][CH:22]=1)=[O:4].[OH-].[Na+]>>[CH3:1][NH:2][C:3]([C:5]1[CH:6]=[C:7]2[C:12](=[CH:13][CH:14]=1)[N:11]=[CH:10][C:9]([C:15]([OH:17])=[O:16])=[C:8]2[NH:20][C:21]1[CH:22]=[CH:23][C:24]([CH3:27])=[CH:25][CH:26]=1)=[O:4] |f:1.2|. Procedure: Ethyl 6-(methylcarbamoyl)-4-[(4-methylphenyl)amino]quinoline-3-carboxylate was hydrolysed under basic conditions using NaOH (aq.). The final product was purified by column chromatography. Starting materials: [Cl-].[Cl-].[Cl-].[Al+3] (aluminum trichloride), ClC1=C(C(=O)Cl)C=C(C=C1)[N+](=O)[O-] (2-chloro-5-nitrobenzoic acid chloride), C1(=CC=CC=C1)OC (anisole). Yields the product Compound 29, ClC1=C(C(=O)C2=CC=CC=C2)C=CC=C1 (chlorobenzophenone). RXN SMILES: [Cl:1][C:2]1[CH:10]=[CH:9][C:8]([N+]([O-])=O)=[CH:7][C:3]=1[C:4](Cl)=[O:5].[C:14]1(OC)[CH:19]=[CH:18][CH:17]=[CH:16][CH:15]=1.[Cl-].[Cl-].[Cl-].[Al+3]>>[Cl:1][C:2]1[CH:10]=[CH:9][CH:8]=[CH:7][C:3]=1[C:4]([C:14]1[CH:19]=[CH:18][CH:17]=[CH:16][CH:15]=1)=[O:5] |f:2.3.4.5|. Reported procedure: Compound 29 was prepared by reacting 2-chloro-5-nitrobenzoic acid chloride with anisole in the presence of aluminum trichloride to produce a chlorobenzophenone compound; the chlorobenzophenone compound was reduced in the presence of trifluoromethanesulfonic acid and triethylsilane to produce a chlorodiphenylmethane compound; the chlorodiphenylmethane compound was treated with lithium sulfide and 2,2-dibutyl-3-(methanesulfonato)propanal to produce 1-(2,2-dibutyl-3-oxopropylthio)-2-((4-methoxyphen... The reactants are N(=NC(=O)N1CCCCC1)C(=O)N1CCCCC1 (1,1′-(azodicarbonyl)dipiperidine), C1(CC1)C1=NC2=C(N1C)C=C(C=C2)N2C(C=C(C=C2)O)=O (1-(2-cyclopropyl-1-methyl-1H-benzimidazol-6-yl)-4-hydroxypyridin-2(1H)-one), ClC=1SC(=CC1CO)Cl ((2,5-dichloro-3-thienyl)methanol), C(CCC)P(CCCC)CCCC (tributylphosphine). The solvent is C1CCOC1 (THF), CCOC(=O)C (EtOAc). Reaction conditions: temperature 60 celsius, time 2 hour. Product: C1(CC1)C1=NC2=C(N1C)C=C(C=C2)N2C(C=C(C=C2)OCC2=C(SC(=C2)Cl)Cl)=O (1-(2-Cyclopropyl-1-methyl-1H-benzimidazol-6-yl)-4-((2,5-dichloro-3-thienyl)methoxy)pyridin-2(1H)-one). Yield: 25.1%. As a reaction SMILES: [CH:1]1([C:4]2[N:8]([CH3:9])[C:7]3[CH:10]=[C:11]([N:14]4[CH:19]=[CH:18][C:17]([OH:20])=[CH:16][C:15]4=[O:21])[CH:12]=[CH:13][C:6]=3[N:5]=2)[CH2:3][CH2:2]1.[Cl:22][C:23]1[S:24][C:25]([Cl:30])=[CH:26][C:27]=1[CH2:28]O.C(P(CCCC)CCCC)CCC.N(C(N1CCCCC1)=O)=NC(N1CCCCC1)=O>CCOC(C)=O.C1COCC1>[CH:1]1([C:4]2[N:8]([CH3:9])[C:7]3[CH:10]=[C:11]([N:14]4[CH:19]=[CH:18][C:17]([O:20][CH2:28][C:27]5[CH:26]=[C:25]([Cl:30])[S:24][C:23]=5[Cl:22])=[CH:16][C:15]4=[O:21])[CH:12]=[CH:13][C:6]=3[N:5]=2)[CH2:2][CH2:3]1. Procedure details: To a mixture of 1-(2-cyclopropyl-1-methyl-1H-benzimidazol-6-yl)-4-hydroxypyridin-2(1H)-one (100 mg), (2,5-dichloro-3-thienyl)methanol (130 mg), tributylphosphine (0.264 ml) and THF (10 ml) was added 1,1′-(azodicarbonyl)dipiperidine (269 mg), and the mixture was stirred at 60° C. for 2 h. The reaction mixture was diluted with EtOAc, washed with water and brine successively, dried over MgSO4, and concentrated in vacuo. The residue was purified by NH silica gel column chromatography (hexane/EtOAc),... The reactants are [H-].[Na+] (sodium hydride), C(C)O (Ethanol), N1CCCC1 (Pyrrolidine), C(C1=CC=CC=C1)OC=1C=2N3C(C(=C(C3=CC1)CC)C1=CC=C(C=C1)OCC1=CC=CC=C1)=C(C2)COCCCCCl (5Benzyloxy-2-(4-benzyloxyphenyl)-3-((4-chlorobutoxy)methyl)-1-ethylpyrrolo[2,1,5-cd]indolizine). Solvent: C(C)(=O)OCC (ethyl acetate), CN(C=O)C (dimethylformamide), O (water). Run at time 0.5 hour. The product is C(C1=CC=CC=C1)OC=1C=2N3C(C(=C(C3=CC1)CC)C1=CC=C(C=C1)OCC1=CC=CC=C1)=C(C2)COCCCCN2CCCC2 (5-benzyloxy-2-(4-benzyloxyphenyl)-1-ethyl-3-((4-pyrrolidinobutoxy)methyl)pyrrolo[2,1,5-cd ]indolizine). The yield is 12.5%. RXN SMILES: [NH:1]1[CH2:5][CH2:4][CH2:3][CH2:2]1.[H-].[Na+].[CH2:8]([O:15][C:16]1[C:17]2[N:18]3[C:22](=[CH:23][CH:24]=1)[C:21]([CH2:25][CH3:26])=[C:20]([C:27]1[CH:32]=[CH:31][C:30]([O:33][CH2:34][C:35]4[CH:40]=[CH:39][CH:38]=[CH:37][CH:36]=4)=[CH:29][CH:28]=1)[C:19]3=[C:41]([CH2:43][O:44][CH2:45][CH2:46][CH2:47][CH2:48]Cl)[CH:42]=2)[C:9]1[CH:14]=[CH:13][CH:12]=[CH:11][CH:10]=1.C(O)C>CN(C)C=O.O.C(OCC)(=O)C>[CH2:8]([O:15][C:16]1[C:17]2[N:18]3[C:22](=[CH:23][CH:24]=1)[C:21]([CH2:25][CH3:26])=[C:20]([C:27]1[CH:32]=[CH:31][C:30]([O:33][CH2:34][C:35]4[CH:40]=[CH:39][CH:38]=[CH:37][CH:36]=4)=[CH:29][CH:28]=1)[C:19]3=[C:41]([CH2:43][O:44][CH2:45][CH2:46][CH2:47][CH2:48][N:1]1[CH2:5][CH2:4][CH2:3][CH2:2]1)[CH:42]=2)[C:9]1[CH:14]=[CH:13][CH:12]=[CH:11][CH:10]=1 |f:1.2|. Procedure: Pyrrolidine (66 mg, 0.93 mmol) was dissolved in 50 ml of dry dimethylformamide under a nitrogen atmosphere and sodium hydride (60% in oil) (36 mg, 0.89 mmol) was added. The mixture was stirred for 1/2 hour. 5Benzyloxy-2-(4-benzyloxyphenyl)-3-((4-chlorobutoxy)methyl)-1-ethylpyrrolo[2,1,5-cd]indolizine (0.256 g, 0.443 mmol) was added and the mixture was stirred at 55-65° for 6 days. Ethanol (10 ml) was added dropwise, and the reaction mixture was diluted with 250 ml of water. The organic material ... Starting materials: ClC1=CC=CC2=C1SC=C2NC2=CC=NC=C2 (7-chloro-3-[(4-pyridinyl)amino]benzo[b]thiophene), [H-].[Na+] (NaH), BrCCC (1-bromopropane), O (water). Solvent: CN(C)C=O (DMF), C(C)(=O)OCC (ethyl acetate), CN(C)C=O (DMF). Run at time 2 hour. Product: Cl.ClC1=CC=CC2=C1SC=C2N(C2=CC=NC=C2)CCC (7-Chloro-3-[(propyl)(4-pyridinyl)amino]benzo[b]thiophene hydrochloride). Yield: 168.3%. RXN SMILES: [H-].[Na+].Br[CH2:4][CH2:5][CH3:6].[Cl:7][C:8]1[C:13]2[S:14][CH:15]=[C:16]([NH:17][C:18]3[CH:23]=[CH:22][N:21]=[CH:20][CH:19]=3)[C:12]=2[CH:11]=[CH:10][CH:9]=1.O>CN(C=O)C.C(OCC)(=O)C>[ClH:7].[Cl:7][C:8]1[C:13]2[S:14][CH:15]=[C:16]([N:17]([CH2:4][CH2:5][CH3:6])[C:18]3[CH:23]=[CH:22][N:21]=[CH:20][CH:19]=3)[C:12]=2[CH:11]=[CH:10][CH:9]=1 |f:0.1,7.8|. Procedure details: To a suspension of NaH (452 mg, 11.29 mmole, washed with pentane) in dry DMF (15 mL) was added 1-bromopropane (1.03 mL, 11.29 mmole), and thereafter a solution of 7-chloro-3-[(4-pyridinyl)amino]benzo[b]thiophene (2.8 g, 10.75 mmole) in warm DMF (20 mL) was added so that the reaction mixture was warm to the touch. After the addition, the reaction mixture was stirred for two hours, distributed between water and ethyl acetate, and the organic phase was washed with water, dried (MgSO4) and concentra... Reactants: C([O-])(O)=O.[Na+] (sodium bicarbonate), O (water), ClC=1C=C(C=CC1)C(=O)OO (3-Chlorobenzenecarboperoxoic acid), CSCC1=CC(=CC=C1)[N+](=O)[O-] (1-[(methylsulfanyl)methyl]-3-nitrobenzene). Run in C(Cl)Cl (DCM). Conditions: temperature 0 celsius, time 30 minute. The product is CS(=O)(=O)CC1=CC(=CC=C1)[N+](=O)[O-] (1-[(Methylsulfonyl)methyl]-3-nitrobenzene). RXN SMILES: ClC1C=C(C(OO)=[O:9])C=CC=1.[CH3:12][S:13][CH2:14][C:15]1[CH:20]=[CH:19][CH:18]=[C:17]([N+:21]([O-:23])=[O:22])[CH:16]=1.C(=O)(O)[O-].[Na+].[OH2:29]>C(Cl)Cl>[CH3:12][S:13]([CH2:14][C:15]1[CH:20]=[CH:19][CH:18]=[C:17]([N+:21]([O-:23])=[O:22])[CH:16]=1)(=[O:9])=[O:29] |f:2.3|. Procedure: 3-Chlorobenzenecarboperoxoic acid (77%; 26.9 g; 120 mmol) was added to a stirred solution of 1-[(methylsulfanyl)methyl]-3-nitrobenzene (10.0 g) in DCM (1305 mL) at 0° C. The batch was stirred at 0° C. for 30 minutes and then 2.5 hours at room temperature. The batch was diluted with water (300 mL) before sodium bicarbonate (11.0 g) was added. The batch was extracted with DCM (2×). The combined organic phases were filtered using a Whatman filter and concentrated. The residue was purified by chroma... Starting materials: CN1CCCC1=O, O=C(O)Cc1cc(F)ccc1Cl, [H-], [Na+], OCc1ccccc1. Yields the product O=C(O)Cc1cc(OCc2ccccc2)ccc1Cl. As a reaction SMILES: [CH3:23][N:24]1[CH2:25][CH2:26][CH2:27][C:28]1=[O:29].[Cl:11][c:12]1[c:13]([CH2:19][C:20](=[O:21])[OH:22])[cH:14][c:15]([F:18])[cH:16][cH:17]1.[H-:9].[Na+:10].[OH:1][CH2:2][c:3]1[cH:4][cH:5][cH:6][cH:7][cH:8]1>>[O:1]([CH2:2][c:3]1[cH:4][cH:5][cH:6][cH:7][cH:8]1)[c:15]1[cH:14][c:13]([CH2:19][C:20](=[O:21])[OH:22])[c:12]([Cl:11])[cH:17][cH:16]1. Reactants: N#CCC(=O)Cl, Nc1ccc([N+](=O)[O-])c(N)c1, c1ccccc1. Yields the product N#CCC(=O)Nc1cc(N)ccc1[N+](=O)[O-]. RXN SMILES: [C:12](#[N:13])[CH2:14][C:15](=[O:16])[Cl:17].[NH2:1][c:2]1[cH:3][c:4]([NH2:11])[c:5]([N+:8](=[O:9])[O-:10])[cH:6][cH:7]1.[cH:18]1[cH:19][cH:20][cH:21][cH:22][cH:23]1>>[NH2:1][c:2]1[cH:3][c:4]([NH:11][C:15]([CH2:14][C:12]#[N:13])=[O:16])[c:5]([N+:8](=[O:9])[O-:10])[cH:6][cH:7]1.